Dataset: the Open Reaction Database (ORD), a public repository of structured organic reaction records. Task: describe an organic reaction: reactants, conditions, products, and yield Starting materials: [BH3-]C#N, CCOc1cc(CN2CCC(NC(=O)c3cc(CO)cc(OC)c3)CC2)cc(OCC)c1F, CCOc1cc(C=O)cc(OCC)c1-c1ccc(F)cc1, CCN(C(C)C)C(C)C, CCO, CC(=O)O, [Na+]. The product is CCOc1cc(CN2CCC(NC(=O)c3cc(CO)cc(OC)c3)CC2)cc(OCC)c1-c1ccc(F)cc1. RXN SMILES: [C:55]([BH3-:56])#[N:57].[CH2:1]([CH3:2])[O:3][c:4]1[cH:5][c:6]([CH2:7][N:8]2[CH2:9][CH2:10][CH:11]([NH:14][C:15]([c:16]3[cH:17][c:18]([CH2:24][OH:25])[cH:19][c:20]([O:22][CH3:23])[cH:21]3)=[O:26])[CH2:12][CH2:13]2)[cH:27][c:28]([O:31][CH2:32][CH3:33])[c:29]1[F:30].[CH2:34]([O:35][c:36]1[cH:37][c:38]([CH:39]=[O:40])[cH:41][c:42]([O:43][CH2:44][CH3:45])[c:46]1-[c:48]1[cH:49][cH:50][c:51]([F:54])[cH:52][cH:53]1)[CH3:47].[CH2:59]([N:60]([CH:61]([CH3:62])[CH3:63])[CH:64]([CH3:65])[CH3:66])[CH3:67].[CH3:68][CH2:69][OH:70].[CH3:71][C:72](=[O:73])[OH:74].[Na+:58]>>[CH2:1]([CH3:2])[O:3][c:4]1[cH:5][c:6]([CH2:7][N:8]2[CH2:9][CH2:10][CH:11]([NH:14][C:15]([c:16]3[cH:17][c:18]([CH2:24][OH:25])[cH:19][c:20]([O:22][CH3:23])[cH:21]3)=[O:26])[CH2:12][CH2:13]2)[cH:27][c:28]([O:31][CH2:32][CH3:33])[c:29]1-[c:48]1[cH:49][cH:50][c:51]([F:54])[cH:52][cH:53]1. The reactants are CC(=O)CC(C)C, C=C(C)n1c(=O)n(CCCCl)c2ccccc21, [Na+], [Na+], O=C([O-])[O-], O, c1ccc(C(c2ccccc2)N2CCNCC2)cc1. Product: C=C(C)n1c(=O)n(CCCN2CCN(C(c3ccccc3)c3ccccc3)CC2)c2ccccc21. RXN SMILES: [CH3:43][CH:44]([CH3:45])[CH2:46][C:47](=[O:48])[CH3:49].[Cl:1][CH2:2][CH2:3][CH2:4][n:5]1[c:6](=[O:17])[n:7]([C:14](=[CH2:15])[CH3:16])[c:8]2[c:9]1[cH:10][cH:11][cH:12][cH:13]2.[Na+:37].[Na+:38].[O-:39][C:40](=[O:41])[O-:42].[OH2:50].[c:18]1([CH:24]([N:25]2[CH2:26][CH2:27][NH:28][CH2:29][CH2:30]2)[c:31]2[cH:32][cH:33][cH:34][cH:35][cH:36]2)[cH:19][cH:20][cH:21][cH:22][cH:23]1>>[CH2:2]([CH2:3][CH2:4][n:5]1[c:6](=[O:17])[n:7]([C:14](=[CH2:15])[CH3:16])[c:8]2[c:9]1[cH:10][cH:11][cH:12][cH:13]2)[N:28]1[CH2:27][CH2:26][N:25]([CH:24]([c:18]2[cH:19][cH:20][cH:21][cH:22][cH:23]2)[c:31]2[cH:32][cH:33][cH:34][cH:35][cH:36]2)[CH2:30][CH2:29]1. Product: [Cl-].CN1C[NH+](C=C1)CC(=O)C1=CC=C(C=C1)NS(=O)(=O)C (3-Methyl-1-[2-[4-((methylsulfonyl)amino)phenyl]-2-oxoethyl]-1H-imidazolium chloride). Procedure: Heat a mixture of 160 g (0.646 mole) of N-[4-(2- chloro-1-oxoethyl)phenyl]methanesulfonamide, 55.7 g (0.678 mole) of 1-methyl-1H-imidazole and 2.1 L of acetonitrile at reflux for about 16 hours. Cool the mixture to room temperature and collect the solid and wash with 2 L of acetonitrile. Drying provides the title compound, which may be recrystallized from aqueous ethanol. Reactants: ClCC(=O)C1=CC=C(C=C1)NS(=O)(=O)C (N-[4-(2- chloro-1-oxoethyl)phenyl]methanesulfonamide), CN1C=NC=C1 (1-methyl-1H-imidazole). RXN SMILES: [Cl:1][CH2:2][C:3]([C:5]1[CH:10]=[CH:9][C:8]([NH:11][S:12]([CH3:15])(=[O:14])=[O:13])=[CH:7][CH:6]=1)=[O:4].[CH3:16][N:17]1[CH:21]=[CH:20][N:19]=[CH:18]1>C(#N)C>[Cl-:1].[CH3:16][N:17]1[CH:21]=[CH:20][NH+:19]([CH2:2][C:3]([C:5]2[CH:10]=[CH:9][C:8]([NH:11][S:12]([CH3:15])(=[O:14])=[O:13])=[CH:7][CH:6]=2)=[O:4])[CH2:18]1 |f:3.4|. Run in C(C)#N (acetonitrile). Starting materials: CS(=O)C=1N=CC2=C(N1)N(C(=C2)CC2=CC=CC=C2)C (2-(methanesulfinyl)-6-benzyl-7-methyl-pyrrolo[2,3-d]pyrimidine), C1(CCCC1)N (cyclopentylamine). Run at temperature 100 celsius, time 8 hour. Yields the product C1(CCCC1)NC=1N=CC2=C(N1)N(C(=C2)CC2=CC=CC=C2)C (2-(cyclopentylamino)-6-benzyl-7-methyl-pyrrolo[2,3-d]pyrimidine). RXN SMILES: CS([C:4]1[N:5]=[CH:6][C:7]2[CH:12]=[C:11]([CH2:13][C:14]3[CH:19]=[CH:18][CH:17]=[CH:16][CH:15]=3)[N:10]([CH3:20])[C:8]=2[N:9]=1)=O.[CH:21]1([NH2:26])[CH2:25][CH2:24][CH2:23][CH2:22]1>>[CH:21]1([NH:26][C:4]2[N:5]=[CH:6][C:7]3[CH:12]=[C:11]([CH2:13][C:14]4[CH:19]=[CH:18][CH:17]=[CH:16][CH:15]=4)[N:10]([CH3:20])[C:8]=3[N:9]=2)[CH2:25][CH2:24][CH2:23][CH2:22]1. Procedure: A mixture of the sulfoxide (50 mg) from Step 3 and cyclopentylamine (1 mL) was stirred at 100° C. overnight. Excess cyclopentylamine was removed and the residue was purified by preparative TLC (25% EtOAc/hexanes) to give the desired product (26 mg). MS: 307.3 (M+H). The reactants are C(C1=CC=CC=C1)OC1=C(C(=O)NC2=C(C(=O)OC)C=CC(=C2)C2=CC(=CC=C2)OC)C=C(C=C1)C1CCN(CC1)C (methyl 2-(2-(benzyloxy)-5-(1-methylpiperidin-4-yl)benzamido)-4-(3-methoxyphenyl)benzoate), C(Cl)(Cl)Cl (Chloroform). Reagents/catalysts: [C].[Pd] (palladium-carbon). Solvent: CO (methanol), C(C)(=O)OCC (ethyl acetate). Run at time 2 hour. The product is OC1=C(C(=O)NC2=C(C(=O)OC)C=CC(=C2)C2=CC(=CC=C2)OC)C=C(C=C1)C1CCN(CC1)C (methyl 2-(2-hydroxy-5-(1-methylpiperidin-4-yl)benzamido)-4-(3-methoxyphenyl)benzoate). Isolated yield 33.3%. Reaction SMILES: C([O:8][C:9]1[CH:35]=[CH:34][C:33]([CH:36]2[CH2:41][CH2:40][N:39]([CH3:42])[CH2:38][CH2:37]2)=[CH:32][C:10]=1[C:11]([NH:13][C:14]1[CH:23]=[C:22]([C:24]2[CH:29]=[CH:28][CH:27]=[C:26]([O:30][CH3:31])[CH:25]=2)[CH:21]=[CH:20][C:15]=1[C:16]([O:18][CH3:19])=[O:17])=[O:12])C1C=CC=CC=1.C(Cl)(Cl)Cl>CO.C(OCC)(=O)C.[C].[Pd]>[OH:8][C:9]1[CH:35]=[CH:34][C:33]([CH:36]2[CH2:41][CH2:40][N:39]([CH3:42])[CH2:38][CH2:37]2)=[CH:32][C:10]=1[C:11]([NH:13][C:14]1[CH:23]=[C:22]([C:24]2[CH:29]=[CH:28][CH:27]=[C:26]([O:30][CH3:31])[CH:25]=2)[CH:21]=[CH:20][C:15]=1[C:16]([O:18][CH3:19])=[O:17])=[O:12] |f:4.5|. Procedure: To a solution mixture of the obtained methyl 2-(2-(benzyloxy)-5-(1-methylpiperidin-4-yl)benzamido)-4-(3-methoxyphenyl)benzoate (0.093 g) in methanol (2.0 mL) and ethyl acetate (2.0 mL), 10% palladium-carbon (0.050 g) was added, followed by stirring under a hydrogen atmosphere at room temperature for 2 hours. Chloroform was added to the reaction mixture. The insoluble substance was removed by filtration, and the solvent was evaporated under reduced pressure. The obtained residue was purified by s... The reactants are C(C=C)(=O)OCC (ethyl acrylate), C(C=C)(=O)OCCCC (butyl acrylate), C(C=C)(=O)O (acrylic acid), N(=NC(C#N)(C)C)C(C#N)(C)C (azo-bis-isobutyronitrile), C(CCCCCCCCCCC)S (lauryl mercaptan), same monomer. Run at temperature 120 celsius. Yields the product C(CCC)OC(C=C)=O.C(C)OC(C=C)=O.C(C=C)(=O)O (butylacrylate ethylacrylate acrylic acid). As a reaction SMILES: [C:1]([O:5][CH2:6][CH3:7])(=[O:4])[CH:2]=[CH2:3].[C:8]([O:12][CH2:13][CH2:14][CH2:15][CH3:16])(=[O:11])[CH:9]=[CH2:10].[C:17]([OH:21])(=[O:20])[CH:18]=[CH2:19].N(C(C)(C)C#N)=NC(C)(C)C#N.C(S)CCCCCCCCCCC>>[CH2:13]([O:12][C:8](=[O:11])[CH:9]=[CH2:10])[CH2:14][CH2:15][CH3:16].[CH2:6]([O:5][C:1](=[O:4])[CH:2]=[CH2:3])[CH3:7].[C:17]([OH:21])(=[O:20])[CH:18]=[CH2:19] |f:5.6.7|. Reported procedure: Polymerization was initiated with a solution of 21.7 g of ethyl acrylate, 50 g of butyl acrylate, 3 g of acrylic acid, 2 g of azo-bis-isobutyronitrile and 0.2 g of lauryl mercaptan in a reactor by slow heating, starting at 25° C. The polymerization started vigorously at 55° C. The main part of the polymerization was carried out between 100° and 120° C. by a slow addition of 250 g of the same monomer mixture over a period of two hours with external waterbath cooling. Since stirring becomes diffic... The reactants are [H-].[Al+3].[Li+].[H-].[H-].[H-] (lithium aluminum hydride), O1C(COC2=C1C=CC=C2)CNCCC(=O)NC2=CC1=C(C=C2)OCO1 (N-[3-{(1,4-benzodioxan-2-yl}methyl)amino propionyl]-3,4-methylenedioxyaniline), [H-].[Al+3].[Li+].[H-].[H-].[H-] (lithium aluminum hydride). Solvent: O1CCCC1 (tetrahydrofuran), O1CCCC1 (tetrahydrofuran). Conditions: temperature 50 celsius, time 4 hour. Product: O1C(COC2=C1C=CC=C2)CNCCCNC2=CC1=C(C=C2)OCO1 (N-[3-{(1,4-benzodioxan-2-ylmethyl)amino}propyl]-3,4-methylenedioxyaniline). The yield is 97.1%. As a reaction SMILES: [H-].[Al+3].[Li+].[H-].[H-].[H-].[O:7]1[C:12]2[CH:13]=[CH:14][CH:15]=[CH:16][C:11]=2[O:10][CH2:9][CH:8]1[CH2:17][NH:18][CH2:19][CH2:20][C:21]([NH:23][C:24]1[CH:29]=[CH:28][C:27]2[O:30][CH2:31][O:32][C:26]=2[CH:25]=1)=O>O1CCCC1>[O:7]1[C:12]2[CH:13]=[CH:14][CH:15]=[CH:16][C:11]=2[O:10][CH2:9][CH:8]1[CH2:17][NH:18][CH2:19][CH2:20][CH2:21][NH:23][C:24]1[CH:29]=[CH:28][C:27]2[O:30][CH2:31][O:32][C:26]=2[CH:25]=1 |f:0.1.2.3.4.5|. Procedure: In 50 ml of tetrahydrofuran is suspended 1.5 g of lithium aluminum hydride and a solution of 6.0 g of N-[3-{(1,4-benzodioxan-2-yl}methyl)amino propionyl]-3,4-methylenedioxyaniline prepared according to the procedure described in Example 6 dissolved in 10 ml of tetrahydrofuran is added dropwise to the suspension. After completion of the dropwise addition, the mixture is stirred for 4 hours at 50° C. After completion of the reaction, the reaction mixture is subjected to the post-treatment for lith...